From a dataset of the Open Reaction Database (ORD), a public repository of structured organic reaction records. describe an organic reaction: reactants, conditions, products, and yield Starting materials: CC(C)(C)OC(=O)N1CCNCC1, O=C([O-])[O-], CC(=O)[O-], CC(=O)[O-], Cc1ccccc1, [Cs+], [Cs+], Cc1ccc2c(OS(=O)(=O)C(F)(F)F)cccc2n1, [Pd+2], c1ccc(P(c2ccccc2)c2cc3ccccc3c(-c3cccc4ccccc34)c2P(c2ccccc2)c2ccccc2)cc1. Product: Cc1ccc2c(N3CCN(C(=O)OC(C)(C)C)CC3)cccc2n1. RXN SMILES: [C:20](=[O:21])([O:22][C:23]([CH3:24])([CH3:25])[CH3:26])[N:27]1[CH2:28][CH2:29][NH:30][CH2:31][CH2:32]1.[C:33](=[O:34])([O-:35])[O-:36].[C:92]([O-:93])(=[O:94])[CH3:95].[C:97]([O-:98])(=[O:99])[CH3:100].[CH3:85][c:86]1[cH:87][cH:88][cH:89][cH:90][cH:91]1.[Cs+:37].[Cs+:38].[F:1][C:2]([F:3])([F:4])[S:5]([O:6][c:7]1[c:8]2[cH:9][cH:10][c:11]([CH3:17])[n:12][c:13]2[cH:14][cH:15][cH:16]1)(=[O:18])=[O:19].[Pd+2:96].[c:39]1([P:40]([c:41]2[c:42]([P:43]([c:44]3[cH:45][cH:46][cH:47][cH:48][cH:49]3)[c:50]3[cH:51][cH:52][cH:53][cH:54][cH:55]3)[c:56](-[c:57]3[c:58]4[c:59]([cH:60][cH:61][cH:62][cH:63]4)[cH:64][cH:65][cH:66]3)[c:67]3[c:68]([cH:69]2)[cH:70][cH:71][cH:72][cH:73]3)[c:74]2[cH:75][cH:76][cH:77][cH:78][cH:79]2)[cH:80][cH:81][cH:82][cH:83][cH:84]1>>[c:7]1([N:30]2[CH2:29][CH2:28][N:27]([C:20](=[O:21])[O:22][C:23]([CH3:24])([CH3:25])[CH3:26])[CH2:32][CH2:31]2)[c:8]2[cH:9][cH:10][c:11]([CH3:17])[n:12][c:13]2[cH:14][cH:15][cH:16]1. The reactants are CCO, O=[N+]([O-])c1ccc(C(O)C(F)(F)F)cc1, NN, C1CCOC1, O. Product: Nc1ccc(C(O)C(F)(F)F)cc1. RXN SMILES: [CH3:19][CH2:20][OH:21].[F:1][C:2]([CH:3]([OH:4])[c:5]1[cH:6][cH:7][c:8]([N+:11]([O-:12])=[O:13])[cH:9][cH:10]1)([F:14])[F:15].[NH2:17][NH2:18].[O:22]1[CH2:23][CH2:24][CH2:25][CH2:26]1.[OH2:16]>>[F:1][C:2]([CH:3]([OH:4])[c:5]1[cH:6][cH:7][c:8]([NH2:11])[cH:9][cH:10]1)([F:14])[F:15]. The reactants are C(C)(=O)N[C@@H]1C(O)O[C@@H]([C@H]([C@@H]1O)O)CO (N-acetylmannosamine), C(C(=O)C)(=O)O (pyruvic acid), C(C(=O)C)(=O)O.C(C)(=O)N[C@@H]1[C@H](CC(C(O)=O)(O)O[C@H]1[C@H](O)[C@H](O)CO)O (N-acetylneuraminic acid pyruvate). The product is C(C)(=O)N[C@@H]1[C@H](CC(C(O)=O)(O)O[C@H]1[C@H](O)[C@H](O)CO)O (N-acetylneuraminic acid). As a reaction SMILES: C(N[C@H]1[C@@H](O)[C@H](O)[C@@H](CO)OC1O)(=O)C.C(O)(=O)C(C)=O.C(O)(=O)C(C)=O.[C:28]([NH:31][C@H:32]1[C@H:41]([C@@H:42]([C@@H:44]([CH2:46][OH:47])[OH:45])[OH:43])[O:40][C:35]([OH:39])([C:36](=[O:38])[OH:37])[CH2:34][C@@H:33]1[OH:48])(=[O:30])[CH3:29]>>[C:28]([NH:31][C@H:32]1[C@H:41]([C@@H:42]([C@@H:44]([CH2:46][OH:47])[OH:45])[OH:43])[O:40][C:35]([OH:39])([C:36](=[O:37])[OH:38])[CH2:34][C@@H:33]1[OH:48])(=[O:30])[CH3:29] |f:2.3|. Procedure: In accomplishing these and other objects, there is provided a process for preparing N-acetylneuraminic acid, comprising the steps of (a) isomerizing N-acetylglucosamine in a reactor, in the presence of N-acylglucosamine-2-epimerase (E.C. 5.1.3.8), to give N-acetylmannosamine, and (b) reacting the N-acetylmannosamine with pyruvic acid in the presence of N-acetylneuraminic acid pyruvate lyase (E.C. 4.1.3.3) in the same reactor to give N-acetylneuraminic acid, wherein both the epimerase and the lya... Reactants: Cl (hydrochloric acid), [Cl-].C(C1=CC=CC=C1)=N[N+]1=C(N(C=C1)CC1=CC=C(C=C1)Cl)CC (1-(benzylideneamino)-3-(p-chlorobenzyl)-2-ethylimidazolium chloride), C(C1=CC=CC=C1)=O (benzaldehyde). Solvent: O (water). The product is [Cl-].N[N+]1=C(N(C=C1)CC1=CC=C(C=C1)Cl)CC (1-amino-3-(p-chlorobenzyl)-2-ethylimidazolium chloride). RXN SMILES: [Cl-].C(=[N:9][N+:10]1[CH:14]=[CH:13][N:12]([CH2:15][C:16]2[CH:21]=[CH:20][C:19]([Cl:22])=[CH:18][CH:17]=2)[C:11]=1[CH2:23][CH3:24])C1C=CC=CC=1.Cl.C(=O)C1C=CC=CC=1>O>[Cl-:22].[NH2:9][N+:10]1[CH:14]=[CH:13][N:12]([CH2:15][C:16]2[CH:21]=[CH:20][C:19]([Cl:22])=[CH:18][CH:17]=2)[C:11]=1[CH2:23][CH3:24] |f:0.1,5.6|. Procedure: 500 mg (1.39 mmol) of 1-(benzylideneamino)-3-(p-chlorobenzyl)-2-ethylimidazolium chloride are subjected to a steam distillation in 5 ml of water and 2 ml of 3N hydrochloric acid until benzaldehyde no longer evolves. The mixture is evaporated and the residue is recrystallized from ethanol/ether. There is obtained 1-amino-3-(p-chlorobenzyl)-2-ethylimidazolium chloride of melting point 223°-225°. Reactants: CC12S[C@H]3N(C1(C(=O)OCC(Cl)(Cl)Cl)C2)C(C3NC(CC=3SC=CC3)=O)=O (2,2,2-trichloroethyl 2-methyl-2,3-methylene-6-[2-(2-thienyl)acetamido]penam-3-carboxylate). Reagents/catalysts: [Zn] (zinc). Solvent: CN(C=O)C (dimethylformamide), C(C)(=O)O (acetic acid). Conditions: time 1 hour. The product is CC12S[C@H]3N(C1(C(=O)O)C2)C(C3NC(CC=3SC=CC3)=O)=O (2-methyl-2,3-methylene-6-[2-(2-thienyl)acetamido]penam-3-carboxylic acid). The yield is 79.3%. As a reaction SMILES: [CH3:1][C:2]12[CH2:15][C:6]1([C:7]([O:9]CC(Cl)(Cl)Cl)=[O:8])[N:5]1[C:16](=[O:27])[CH:17]([NH:18][C:19](=[O:26])[CH2:20][C:21]3[S:22][CH:23]=[CH:24][CH:25]=3)[C@H:4]1[S:3]2>CN(C)C=O.C(O)(=O)C.[Zn]>[CH3:1][C:2]12[CH2:15][C:6]1([C:7]([OH:9])=[O:8])[N:5]1[C:16](=[O:27])[CH:17]([NH:18][C:19](=[O:26])[CH2:20][C:21]3[S:22][CH:23]=[CH:24][CH:25]=3)[C@H:4]1[S:3]2. Procedure details: To a solution of 2,2,2-trichloroethyl 2-methyl-2,3-methylene-6-[2-(2-thienyl)acetamido]penam-3-carboxylate (1.4 g.) in a mixture of dimethylformamide (7.5 ml.) and acetic acid (1.75 ml.) was added zinc powder (1.8 g.) unde ice cooling, and the mixture was stirred for 1 hour. After the reaction, the reaction mixture was post-treated in the similar manner as described in Example 1 to give 2-methyl-2,3-methylene-6-[2-(2-thienyl)acetamido]penam-3-carboxylic acid (0.8 g.), mp 106° to 108°C (dec.) Inf... The reactants are Cl.CC1S[C@H]2N(C(=C1)C(=O)OCC(Cl)(Cl)Cl)C(C2N)=O (2,2,2-trichloroethyl 2-methyl-7-amino-3-cephem-4-carboxylate hydrochloride), C(C)(=O)O (Acetic acid). Run in CN(C=O)C (dimethylformamide). Yield: 44.3%. The reagents and catalysts are [Zn] (zinc). The product is CC1S[C@H]2N(C(=C1)C(=O)O)C(C2N)=O (2-methyl-7-amino-3-cephem-4-carboxylic acid). Procedure details: Acetic acid (1 ml) and zinc powder (2.0 g) were added under ice-cooling to a solution of 2,2,2-trichloroethyl 2-methyl-7-amino-3-cephem-4-carboxylate hydrochloride (1.53 g) in dimethylformamide (10 ml) and the mixture was stirred for 1 hour at -5° to 0° C., after which the reaction mixture was filtered. The filtered zinc powder was washed with dimethylformamide and the filtrate and the washings were combined, after which a few mls. of water was added to the solution. The precipitated crystals we... Run at time 1 hour. As a reaction SMILES: C(O)(=O)C.Cl.[CH3:6][CH:7]1[CH:12]=[C:11]([C:13]([O:15]CC(Cl)(Cl)Cl)=[O:14])[N:10]2[C:21](=[O:24])[CH:22]([NH2:23])[C@H:9]2[S:8]1>CN(C)C=O.[Zn]>[CH3:6][CH:7]1[CH:12]=[C:11]([C:13]([OH:15])=[O:14])[N:10]2[C:21](=[O:24])[CH:22]([NH2:23])[C@H:9]2[S:8]1 |f:1.2|. Starting materials: COc1c(C)cc(-c2c3ccccc3c(C)c3sc4ccccc4c23)cc1C, Cl, c1cc[nH+]cc1. The product is Cc1cc(-c2c3ccccc3c(C)c3sc4ccccc4c23)cc(C)c1O. As a reaction SMILES: [CH3:1][O:2][c:3]1[c:4]([CH3:28])[cH:5][c:6](-[c:10]2[c:11]3[cH:12][cH:13][cH:14][cH:15][c:16]3[c:17]([CH3:27])[c:18]3[c:19]2[c:20]2[c:21]([s:22]3)[cH:23][cH:24][cH:25][cH:26]2)[cH:7][c:8]1[CH3:9].[ClH:29].[nH+:30]1[cH:31][cH:32][cH:33][cH:34][cH:35]1>>[OH:2][c:3]1[c:4]([CH3:28])[cH:5][c:6](-[c:10]2[c:11]3[cH:12][cH:13][cH:14][cH:15][c:16]3[c:17]([CH3:27])[c:18]3[c:19]2[c:20]2[c:21]([s:22]3)[cH:23][cH:24][cH:25][cH:26]2)[cH:7][c:8]1[CH3:9].